From a dataset of the Open Reaction Database (ORD), a public repository of structured organic reaction records. describe an organic reaction: reactants, conditions, products, and yield Procedure: The product from Example 53E and phenylboronic acid were processed as described in Example 48A to provide the title compound. Yields the product FC1=C(CN(C2=C(C(=CC=C2)[N+](=O)[O-])C)CC2=C(C=C(C=C2)OC2=CC=CC=C2)F)C=CC(=C1)F (N-(2,4-difluorobenzyl)-N-(2-fluoro-4-phenoxybenzyl)-N-(2-methyl-3-nitrophenyl)amine). Reactants: FC1=C(CN(C2=C(C(=CC=C2)[N+](=O)[O-])C)CC2=C(C=C(C=C2)O)F)C=CC(=C1)F (4-{[(2,4-difluorobenzyl)(2-methyl-3-nitrophenyl)amino]methyl}-3-fluorophenol), C1(=CC=CC=C1)B(O)O (phenylboronic acid). Reaction SMILES: [F:1][C:2]1[CH:28]=[C:27]([F:29])[CH:26]=[CH:25][C:3]=1[CH2:4][N:5]([CH2:16][C:17]1[CH:22]=[CH:21][C:20]([OH:23])=[CH:19][C:18]=1[F:24])[C:6]1[CH:11]=[CH:10][CH:9]=[C:8]([N+:12]([O-:14])=[O:13])[C:7]=1[CH3:15].[C:30]1(B(O)O)[CH:35]=[CH:34][CH:33]=[CH:32][CH:31]=1>>[F:1][C:2]1[CH:28]=[C:27]([F:29])[CH:26]=[CH:25][C:3]=1[CH2:4][N:5]([CH2:16][C:17]1[CH:22]=[CH:21][C:20]([O:23][C:30]2[CH:35]=[CH:34][CH:33]=[CH:32][CH:31]=2)=[CH:19][C:18]=1[F:24])[C:6]1[CH:11]=[CH:10][CH:9]=[C:8]([N+:12]([O-:14])=[O:13])[C:7]=1[CH3:15].